Dataset: the Open Reaction Database (ORD), a public repository of structured organic reaction records. Task: describe an organic reaction: reactants, conditions, products, and yield The reactants are C[O-].[Na+] (sodium methoxide), FC1=CC2=C(C(OC(N2C)=O)=O)C=C1 (7-fluoro-1-methyl-1H-3,1-benzoxazine-2,4-dione). Run in CO (methanol), CO (methanol). Yields the product FC1=CC(=C(C(=O)OC)C=C1)NC (methyl 4-fluoro-2-methylaminobenzoate). RXN SMILES: [F:1][C:2]1[CH:14]=[CH:13][C:5]2[C:6](=[O:12])[O:7][C:8](=O)[N:9]([CH3:10])[C:4]=2[CH:3]=1.C[O-].[Na+]>CO>[F:1][C:2]1[CH:14]=[CH:13][C:5]([C:6]([O:7][CH3:8])=[O:12])=[C:4]([NH:9][CH3:10])[CH:3]=1 |f:1.2|. Procedure details: A mixture of 7-fluoro-1-methyl-1H-3,1-benzoxazine-2,4-dione (20.0 g) and methanol (103 ml) was boiled under reflux. To the boiling mixture was added dropwise a solution of sodium methoxide (0.06 g) in methanol (50 ml.) during 19 minutes. The mixture was distilled in vacuo to remove solvent and give the product as a residue. There was thus obtained the novel compound methyl 4-fluoro-2-methylaminobenzoate as an oil which solidified on standing and was suitable for use in the next stage of synthesi... The reactants are ClCCl, CC(=O)OC(C)=O, CN(C)c1ccccn1, Nc1cc(F)c([N+](=O)[O-])cc1F, O, O=S(=O)(O)O. Product: CC(=O)Nc1cc(F)c([N+](=O)[O-])cc1F. Reaction SMILES: [CH2:34]([Cl:35])[Cl:36].[CH3:13][C:14](=[O:15])[O:16][C:17](=[O:18])[CH3:19].[CH3:20][N:21]([c:22]1[cH:23][cH:24][cH:25][cH:26][n:27]1)[CH3:28].[F:1][c:2]1[c:3]([NH2:4])[cH:5][c:6]([F:12])[c:7]([N+:9](=[O:10])[O-:11])[cH:8]1.[OH2:37].[S:29](=[O:30])(=[O:31])([OH:32])[OH:33]>>[F:1][c:2]1[c:3]([NH:4][C:14]([CH3:13])=[O:15])[cH:5][c:6]([F:12])[c:7]([N+:9](=[O:10])[O-:11])[cH:8]1. Reactants: COc1c(C(=O)N(C)C)cc(C(=O)N2CS(=O)(=O)c3ccccc32)cc1C(F)(F)F, CN(C)C=O, [Cl-], Cl, [Li+]. Product: CN(C)C(=O)c1cc(C(=O)N2CS(=O)(=O)c3ccccc32)cc(C(F)(F)F)c1O. Reaction SMILES: [CH3:1][N:2]([C:3](=[O:4])[c:5]1[cH:6][c:7]([C:8](=[O:9])[N:10]2[CH2:11][S:12](=[O:19])(=[O:20])[c:13]3[c:14]2[cH:15][cH:16][cH:17][cH:18]3)[cH:21][c:22]([C:26]([F:27])([F:28])[F:29])[c:23]1[O:24][CH3:25])[CH3:30].[CH3:34][N:35]([CH3:36])[CH:37]=[O:38].[Cl-:32].[ClH:33].[Li+:31]>>[CH3:1][N:2]([C:3](=[O:4])[c:5]1[cH:6][c:7]([C:8](=[O:9])[N:10]2[CH2:11][S:12](=[O:19])(=[O:20])[c:13]3[c:14]2[cH:15][cH:16][cH:17][cH:18]3)[cH:21][c:22]([C:26]([F:27])([F:28])[F:29])[c:23]1[OH:24])[CH3:30]. Starting materials: ClC1=C(C=C(C=C1)S(=O)(=O)CC)[N+](=O)[O-] (1-chloro-4-(ethylsulfonyl)-2-nitrobenzene), NCC1CCOCC1 (4-aminomethyltetrahydropyran). Product: C(C)S(=O)(=O)C1=CC(=C(NCC2CCOCC2)C=C1)[N+](=O)[O-] (4-(Ethylsulfonyl)-2-nitro-N-(tetrahydro-2H-pyran-4-ylmethyl)aniline). RXN SMILES: Cl[C:2]1[CH:7]=[CH:6][C:5]([S:8]([CH2:11][CH3:12])(=[O:10])=[O:9])=[CH:4][C:3]=1[N+:13]([O-:15])=[O:14].[NH2:16][CH2:17][CH:18]1[CH2:23][CH2:22][O:21][CH2:20][CH2:19]1>>[CH2:11]([S:8]([C:5]1[CH:6]=[CH:7][C:2]([NH:16][CH2:17][CH:18]2[CH2:23][CH2:22][O:21][CH2:20][CH2:19]2)=[C:3]([N+:13]([O-:15])=[O:14])[CH:4]=1)(=[O:10])=[O:9])[CH3:12]. Procedure: The title compound was prepared according to the procedure described in Step A of Example 5 from 1-chloro-4-(ethylsulfonyl)-2-nitrobenzene (Step C of Example 2) and 4-aminomethyltetrahydropyran (Apollo Scientific Ltd.). The product is C(C)OC(C(OC=1C=NC=CC1)C=1C=NC=CC1)=O (Pyridin-3-yl-(pyridin-3-yloxy)-acetic Acid Ethyl Ester). Reaction SMILES: [Na].[OH:2][C:3]1[CH:4]=[N:5][CH:6]=[CH:7][CH:8]=1.[CH2:9]([O:11][C:12](=[O:21])[CH:13](Br)[C:14]1[CH:15]=[N:16][CH:17]=[CH:18][CH:19]=1)[CH3:10]>CN(C)C=O>[CH2:9]([O:11][C:12](=[O:21])[CH:13]([C:14]1[CH:15]=[N:16][CH:17]=[CH:18][CH:19]=1)[O:2][C:3]1[CH:4]=[N:5][CH:6]=[CH:7][CH:8]=1)[CH3:10] |^1:0|. Isolated yield 50.0%. Reactants: [Na] (sodium), OC=1C=NC=CC1 (3-hydroxypyridine), C(C)OC(C(C=1C=NC=CC1)Br)=O (bromo-pyridin-3-yl-acetic acid ethyl ester). Procedure: The product was prepared in a manner similar to preparation 396 using the pre-formed sodium salt of the 3-hydroxypyridine (2.13 g; 18.2 mmol; 1.2 equiv) and an aliquot of bromo-pyridin-3-yl-acetic acid ethyl ester (approx. 3.6 g; 15 mmol) in dimethylformamide (20 mL). Column purification over SiO2 (0.5% then 1.5% methanol/chloroform) produced a yellow/orange oil (2.02; approx. 50% yield). MS(ES) calc'd: [M+H]+=259.2 m/z; [M−H]−=257.2 m/z. Found: 259.1 m/z; 257.1 m/z. Solvent: CN(C=O)C (dimethylformamide). Starting materials: ICC (iodethane), CC1=C(C(=CC=C1)C)N(C(CC1=CC=CC=C1)=O)C1CCNCC1 (N-(2,6-dimethylphenyl)-N-(4-piperidinyl)benzeneacetamide), C([O-])([O-])=O.[Na+].[Na+] (sodium carbonate), [I-].[K+] (potassium iodide). The solvent is C1=CC=CC=C1 (benzene). Product: CC1=C(C(=CC=C1)C)N(C(CC1=CC=CC=C1)=O)C1CCN(CC1)CC (N-(2,6-dimethylphenyl)-N-(1-ethyl-4-piperidinyl)benzeneacetamide). As a reaction SMILES: I[CH2:2][CH3:3].[CH3:4][C:5]1[CH:10]=[CH:9][CH:8]=[C:7]([CH3:11])[C:6]=1[N:12]([CH:22]1[CH2:27][CH2:26][NH:25][CH2:24][CH2:23]1)[C:13](=[O:21])[CH2:14][C:15]1[CH:20]=[CH:19][CH:18]=[CH:17][CH:16]=1.C(=O)([O-])[O-].[Na+].[Na+].[I-].[K+]>C1C=CC=CC=1>[CH3:4][C:5]1[CH:10]=[CH:9][CH:8]=[C:7]([CH3:11])[C:6]=1[N:12]([CH:22]1[CH2:27][CH2:26][N:25]([CH2:2][CH3:3])[CH2:24][CH2:23]1)[C:13](=[O:21])[CH2:14][C:15]1[CH:20]=[CH:19][CH:18]=[CH:17][CH:16]=1 |f:2.3.4,5.6|. Procedure details: A mixture of 4 parts iodethane, 5 parts of N-(2,6-dimethylphenyl)-N-(4-piperidinyl)benzeneacetamide, 5 parts of sodium carbonate, a few crystals of potassium iodide in 200 parts of benzene is stirred and refluxed for 23 hours. The reaction mixture is filtered hot and the filtrate is evaporated in vacuo. The solid residue is crystallized from 1,1'-oxybisethane, yielding 2 parts of N-(2,6-dimethylphenyl)-N-(1-ethyl-4-piperidinyl)benzeneacetamide; mp. 86.5° C. Procedure details: 80 mg (0.21 mmol) 6-[4-(7-methoxy-2-oxo-1,2,4,5-tetrahydro-1,3-benzodiazepin-3-yl)-piperidin-1-yl]-pyrimidine-4-carboxylic acid, 32 mg (0.21 mmol) 5-fluoro-3-methyl-2,3-dihydro-1H-indole, 70 μL (0.50 mmol) TEA and 74 mg (0.23 mmol) TBTU were stirred in 1.8 mL DMF overnight at RT. The reaction mixture was purified by HPLC. The product-containing fractions were combined and freeze-dried. Reactants: COC=1C=CC2=C(CCN(C(N2)=O)C2CCN(CC2)C2=CC(=NC=N2)C(=O)O)C1 (6-[4-(7-methoxy-2-oxo-1,2,4,5-tetrahydro-1,3-benzodiazepin-3-yl)-piperidin-1-yl]-pyrimidine-4-carboxylic acid), FC=1C=C2C(CNC2=CC1)C (5-fluoro-3-methyl-2,3-dihydro-1H-indole), TEA, CN(C)C(=[N+](C)C)ON1C2=C(C=CC=C2)N=N1.[B-](F)(F)(F)F (TBTU). The product is FC=1C=C2C(CN(C2=CC1)C(=O)C1=CC(=NC=N1)N1CCC(CC1)N1C(NC2=C(CC1)C=C(C=C2)OC)=O)C (3-{1-[6-(5-fluoro-3-methyl-2,3-dihydro-indole-1-carbonyl)-pyrimidin-4-yl]-piperidin-4-yl}-7-methoxy-1,3,4,5-tetrahydro-1,3-benzodiazepin-2-one). Run in CN(C)C=O (DMF). As a reaction SMILES: [CH3:1][O:2][C:3]1[CH:4]=[CH:5][C:6]2[NH:12][C:11](=[O:13])[N:10]([CH:14]3[CH2:19][CH2:18][N:17]([C:20]4[N:25]=[CH:24][N:23]=[C:22]([C:26](O)=[O:27])[CH:21]=4)[CH2:16][CH2:15]3)[CH2:9][CH2:8][C:7]=2[CH:29]=1.[F:30][C:31]1[CH:32]=[C:33]2[C:37](=[CH:38][CH:39]=1)[NH:36][CH2:35][CH:34]2[CH3:40].CN(C(ON1N=NC2C=CC=CC1=2)=[N+](C)C)C.[B-](F)(F)(F)F>CN(C=O)C>[F:30][C:31]1[CH:32]=[C:33]2[C:37](=[CH:38][CH:39]=1)[N:36]([C:26]([C:22]1[N:23]=[CH:24][N:25]=[C:20]([N:17]3[CH2:18][CH2:19][CH:14]([N:10]4[CH2:9][CH2:8][C:7]5[CH:29]=[C:3]([O:2][CH3:1])[CH:4]=[CH:5][C:6]=5[NH:12][C:11]4=[O:13])[CH2:15][CH2:16]3)[CH:21]=1)=[O:27])[CH2:35][CH:34]2[CH3:40] |f:2.3|.